Dataset: the Open Reaction Database (ORD), a public repository of structured organic reaction records. Task: describe an organic reaction: reactants, conditions, products, and yield Reactants: C(C)(C)(C)C=1N=C(C2=C(N1)N(N=N2)CC)N2CC(CC2)(F)F (5-tert-Butyl-7-(3,3-difluoro-pyrrolidin-1-yl)-3-ethyl-3H-[1,2,3]triazolo[4,5-d]pyrimidine), C(C)(C)(C)C=1N=C(C2=C(N1)NN=N2)N2CC(CC2)(F)F (5-tert-butyl-7-(3,3-difluoropyrrolidin-1-yl)-3H-[1,2,3]triazolo[4,5-d]pyrimidine), BrCC1=C(C=CC=C1Cl)Cl (2-(bromomethyl)-1,3-dichlorobenzene). Product: C(C)(C)(C)C=1N=C(C2=C(N1)N(N=N2)CC2=C(C=CC=C2Cl)Cl)N2CC(CC2)(F)F (5-tert-Butyl-3-(2,6-dichloro-benzyl)-7-(3,3-difluoro-pyrrolidin-1-yl)-3H-[1,2,3]triazolo[4,5-d]pyrimidine), solid. Yield: 29.0%. Reaction SMILES: [C:1]([C:5]1[N:6]=[C:7]([N:16]2[CH2:20][CH2:19][C:18]([F:22])([F:21])[CH2:17]2)[C:8]2[N:13]=[N:12][N:11]([CH2:14][CH3:15])[C:9]=2[N:10]=1)([CH3:4])([CH3:3])[CH3:2].C(C1N=C(N2CCC(F)(F)C2)C2N=NNC=2N=1)(C)(C)C.BrCC1[C:50]([Cl:51])=[CH:49][CH:48]=[CH:47][C:46]=1[Cl:52]>>[C:1]([C:5]1[N:6]=[C:7]([N:16]2[CH2:20][CH2:19][C:18]([F:21])([F:22])[CH2:17]2)[C:8]2[N:13]=[N:12][N:11]([CH2:14][C:15]3[C:50]([Cl:51])=[CH:49][CH:48]=[CH:47][C:46]=3[Cl:52])[C:9]=2[N:10]=1)([CH3:2])([CH3:3])[CH3:4]. Procedure details: In analogy to the procedure described for the synthesis of 5-tert-butyl-7-(3,3-difluoro-pyrrolidin-1-yl)-3-ethyl-3H-[1,2,3]triazolo[4,5-d]pyrimidine (example 61), the title compound was prepared from 5-tert-butyl-7-(3,3-difluoropyrrolidin-1-yl)-3H-[1,2,3]triazolo[4,5-d]pyrimidine and 2-(bromomethyl)-1,3-dichlorobenzene and isolated as white solid (5.2 mg, 29%). MS (m/e): 441.3 (MH+). The reactants are COC1=CC(=CC=2C(C3=CC=CC(=C3C(C12)=O)OC)=O)NS(=O)(=O)C (N-(9,10-Dihydro-4,5-dimethoxy-9,10-dioxoanthracen-2-yl)methanesulphonamide), solution, Br (hydrobromic acid). Run in O (water), O (water). Product: OC1=CC(=CC=2C(C3=CC=CC(=C3C(C12)=O)O)=O)NS(=O)(=O)C (N-(9,10-dihydro-4,5-dihydroxy-9,10-dioxoanthracen-2-yl)methanesulphonamide). As a reaction SMILES: C[O:2][C:3]1[C:16]2[C:15](=[O:17])[C:14]3[C:9](=[CH:10][CH:11]=[CH:12][C:13]=3[O:18]C)[C:8](=[O:20])[C:7]=2[CH:6]=[C:5]([NH:21][S:22]([CH3:25])(=[O:24])=[O:23])[CH:4]=1.Br>O>[OH:2][C:3]1[C:16]2[C:15](=[O:17])[C:14]3[C:9](=[CH:10][CH:11]=[CH:12][C:13]=3[OH:18])[C:8](=[O:20])[C:7]=2[CH:6]=[C:5]([NH:21][S:22]([CH3:25])(=[O:24])=[O:23])[CH:4]=1. Reported procedure: N-(9,10-Dihydro-4,5-dimethoxy-9,10-dioxoanthracen-2-yl)methanesulphonamide (1.45 g) was suspended in a 48% solution of hydrobromic acid in water (30 ml) and heated to reflux under an atmosphere of nitrogen for 60 hours. The mixture was poured into water (100 ml) generating a precipitate which was collected by filtration. Drying in vacuo over silica gel yielded N-(9,10-dihydro-4,5-dihydroxy-9,10-dioxoanthracen-2-yl)methanesulphonamide at 92% purity (HPLC) as a brown powder, m.p. >300° C. Starting materials: C(C1=CC=CC=C1)OC1=CC=C(C=C1)C1=CC=C(C=C1)O (4′-benzyloxybiphenyl-4-ol), 1/1/1, ClC=1C=CC(=C(C1)N(C(OC(C)(C)C)=O)C)[N+](=O)[O-] (t-butyl N-(5-chloro-2-nitrophenyl)-N-methylcarbamate), [H-].[Na+] (sodium hydride). The solvent is CN(C=O)C (N,N-dimethylformamide). The product is C(C1=CC=CC=C1)OC1=CC=C(C=C1)C1=CC=C(C=C1)OC=1C=CC(=C(C1)N(C(OC(C)(C)C)=O)C)[N+](=O)[O-] (t-Butyl N-[5-(4′-benzyloxybiphenyl-4-yloxy)-2-nitrophenyl]-N-methylcarbamate). The yield is 69.9%. Reaction SMILES: [CH2:1]([O:8][C:9]1[CH:14]=[CH:13][C:12]([C:15]2[CH:20]=[CH:19][C:18]([OH:21])=[CH:17][CH:16]=2)=[CH:11][CH:10]=1)[C:2]1[CH:7]=[CH:6][CH:5]=[CH:4][CH:3]=1.Cl[C:23]1[CH:24]=[CH:25][C:26]([N+:38]([O-:40])=[O:39])=[C:27]([N:29]([CH3:37])[C:30](=[O:36])[O:31][C:32]([CH3:35])([CH3:34])[CH3:33])[CH:28]=1.[H-].[Na+]>CN(C)C=O>[CH2:1]([O:8][C:9]1[CH:14]=[CH:13][C:12]([C:15]2[CH:16]=[CH:17][C:18]([O:21][C:23]3[CH:24]=[CH:25][C:26]([N+:38]([O-:40])=[O:39])=[C:27]([N:29]([CH3:37])[C:30](=[O:36])[O:31][C:32]([CH3:33])([CH3:34])[CH3:35])[CH:28]=3)=[CH:19][CH:20]=2)=[CH:11][CH:10]=1)[C:2]1[CH:3]=[CH:4][CH:5]=[CH:6][CH:7]=1 |f:2.3|. Procedure: In a similar manner to that described in Reference Example 6, a reaction was carried out using 4′-benzyloxybiphenyl-4-ol (11.07 g), t-butyl N-(5-chloro-2-nitrophenyl)-N-methylcarbamate (11.5 g), sodium hydride (55 wt. %, 2.2 g) and anhydrous N,N-dimethylformamide/anhydrous tetrahydrofuran/anhydrous toluene=1/1/1 (360 ml) and the reaction mixture was purified to give the title compound (14.75 g). Reactants: FC=1C=CC=C2C1C(=O)OC(N2)=O (6-fluoroisatoic acid anhydride), N(C)CC(=O)O (sarcosine), CS(=O)C (dimethyl sulphoxide). Run in O (water). Conditions: temperature 100 celsius. Yields the product FC1=CC=CC2=C1C(N(CC(N2)=O)C)=O (6-fluoro-3,4-dihydro-4-methyl-2H-1,4-benzodiazepine-2,5(1H)-dione). As a reaction SMILES: [F:1][C:2]1[CH:3]=[CH:4][CH:5]=[C:6]2[NH:12][C:11](=[O:13])O[C:8](=[O:9])[C:7]=12.[NH:14]([CH2:16]C(O)=O)[CH3:15].CS(C)=O>O>[F:1][C:2]1[C:7]2[C:8](=[O:9])[N:14]([CH3:16])[CH2:15][C:11](=[O:13])[NH:12][C:6]=2[CH:5]=[CH:4][CH:3]=1. Reported procedure: 7.2 g (0.04 mol) of 6-fluoroisatoic acid anhydride and 3.9 g (0.044 mol) of sarcosine are added to 10 ml of dimethyl sulphoxide and the mixture is heated at 100° C. for 30 minutes. After cooling and diluting with 15 ml of water, the separated substance is filtered off. After drying, there is obtained 6-fluoro-3,4-dihydro-4-methyl-2H-1,4-benzodiazepine-2,5(1H)-dione of melting point 214°-217° C. (decomposition). The reactants are O (water), FC1=C2C(=NC=NC2=C(C=C1)F)NCCC1=CC(=C(C=C1)O)C (4-[2-(5,8-difluoroquinazolin-4-ylamino)-ethyl]-2-methylphenol), FC1=NC=CC(=C1)C(F)(F)F (2-fluoro-4-trifluoromethylpyridine), C([O-])([O-])=O.[K+].[K+] (potassium carbonate). Run in CS(=O)C (DMSO). Conditions: temperature 90 celsius, time 10 minute. The product is FC1=C2C(=NC=NC2=C(C=C1)F)NCCC1=CC(=C(C=C1)OC1=NC=CC(=C1)C(F)(F)F)C ((5,8-difluoroquinazolin-4-yl)-{2-[3-methyl-4-(4-trifluoromethylpyridin-2-yloxy)-phenyl]-ethyl}-amine). Yield: 77.2%. Reaction SMILES: [F:1][C:2]1[CH:11]=[CH:10][C:9]([F:12])=[C:8]2[C:3]=1[C:4]([NH:13][CH2:14][CH2:15][C:16]1[CH:21]=[CH:20][C:19]([OH:22])=[C:18]([CH3:23])[CH:17]=1)=[N:5][CH:6]=[N:7]2.F[C:25]1[CH:30]=[C:29]([C:31]([F:34])([F:33])[F:32])[CH:28]=[CH:27][N:26]=1.C(=O)([O-])[O-].[K+].[K+].O>CS(C)=O>[F:1][C:2]1[CH:11]=[CH:10][C:9]([F:12])=[C:8]2[C:3]=1[C:4]([NH:13][CH2:14][CH2:15][C:16]1[CH:21]=[CH:20][C:19]([O:22][C:25]3[CH:30]=[C:29]([C:31]([F:34])([F:33])[F:32])[CH:28]=[CH:27][N:26]=3)=[C:18]([CH3:23])[CH:17]=1)=[N:5][CH:6]=[N:7]2 |f:2.3.4|. Reported procedure: A mixture of 4-[2-(5,8-difluoroquinazolin-4-ylamino)-ethyl]-2-methylphenol (0.47 g, 1.5 mmol), 2-fluoro-4-trifluoromethylpyridine (0.371 g, 2.25 mmol), and potassium carbonate (0.31 g, 2.25 mmol) in DMSO (7 mL) was heated at 90° C. overnight. The reaction was complete, as determined by LC-MS. After cooling to room temperature, water was added and the mixture was stirred for 10 min. The solid precipitate was collected by filtration, washed with water, and dried under vacuum at 50° C. to provide 0... Reactants: C(C(=C)C)(=O)O (Methacrylic acid), O1CC1CC (1,2-epoxybutane), solution, C[O-].C(C1=CC=CC=C1)[N+](C)(C)C (benzyltrimethylammoniummethoxide), [OH-].[Na+] (sodium hydroxide). Run in CO (methanol), C(C)(=O)OCC (ethyl acetate). Reaction conditions: time 98 hour. Product: C(C(=C)C)(=O)OCCCCO (hydroxybutyl methacrylate). Yield: 51.9%. Reaction SMILES: [C:1]([OH:6])(=[O:5])[C:2]([CH3:4])=[CH2:3].[O:7]1[CH:9]([CH2:10][CH3:11])[CH2:8]1.C[O-].C([N+](C)(C)C)C1C=CC=CC=1.[OH-].[Na+]>CO.C(OCC)(=O)C>[C:1]([O:6][CH2:11][CH2:10][CH2:9][CH2:8][OH:7])(=[O:5])[C:2]([CH3:4])=[CH2:3] |f:2.3,4.5|. Reported procedure: Methacrylic acid (86 g.), 1,2-epoxybutane (36 g.), and a 40% solution of benzyltrimethylammoniummethoxide in methanol (21 g.) were charged to a round bottom flask and stirred at room temperature for 98 hours. 300 ml. of a 7% sodium hydroxide solution and 200 ml. of ethyl acetate were added to the mixture, the organic layer separated, and the basic aqueous layer given a second wash with 200 ml. of ethyl acetate. The organic fractions were then combined, and washed successively with 300 ml. of 7% ...